Dataset: the Open Reaction Database (ORD), a public repository of structured organic reaction records. Task: describe an organic reaction: reactants, conditions, products, and yield The reactants are Cl (HCl), COC(C1=CC=C(C=C1)OCCC\C=C\CCCCC)=O (Methyl-4-(trans-4-decenyloxy)-benzoate), O (Water), O.[OH-].[Li+] (lithium hydroxide monohydrate), O (Water). Solvent: CO (methanol). Yields the product C(CC\C=C\CCCCC)OC1=CC=C(C(=O)O)C=C1 (4-(trans-4-decenyloxy)-benzoic acid). Isolated yield 85.1%. RXN SMILES: C[O:2][C:3](=[O:21])[C:4]1[CH:9]=[CH:8][C:7]([O:10][CH2:11][CH2:12][CH2:13]/[CH:14]=[CH:15]/[CH2:16][CH2:17][CH2:18][CH2:19][CH3:20])=[CH:6][CH:5]=1.O.O.[OH-].[Li+].Cl>CO>[CH2:11]([O:10][C:7]1[CH:6]=[CH:5][C:4]([C:3]([OH:21])=[O:2])=[CH:9][CH:8]=1)[CH2:12][CH2:13]/[CH:14]=[CH:15]/[CH2:16][CH2:17][CH2:18][CH2:19][CH3:20] |f:2.3.4|. Reported procedure: The ester 35i (500 mg, 1.7 mmol) was dissolved in 50 ml methanol. Water (approximately 10 ml) was added until the solution remained cloudy, at which time lithium hydroxide monohydrate (723 mg, 17.0 mmol) was added. The reaction mixture was refluxed overnight and acidified with concentrated HCl. Water was added (approximately 30 ml), the mixture was cooled, filtered, washed with water and allowed to air dry yielding 400 mg (84%) of a white powder. Reactants: O1CCOC12CCN(CC2)[C@@H]2C([C@]1(C)[C@@H](C2)[C@@H]2CC[C@H]3C[C@H]4[C@@H](C[C@]3(C)[C@H]2CC1)O4)=O (16β-(1,4-Dioxa-8-azaspiro[4.5]dec-8-yl)-2α,3α-epoxy-5α-androstan-17-one), [BH4-].[Na+] (sodium borohydride). Product: O1CCOC12CCN(CC2)[C@@H]2[C@@H]([C@]1(C)[C@@H](C2)[C@@H]2CC[C@H]3C[C@H]4[C@@H](C[C@]3(C)[C@H]2CC1)O4)O (16β-(1,4-dioxa-8-azaspiro[4.5]dec-8-yl)-2α,3α-epoxy-5α-androstane-17β-ol). Yield: 91.1%. Reaction SMILES: [O:1]1[C:5]2([CH2:10][CH2:9][N:8]([C@H:11]3[CH2:16][C@H:15]4[C@H:17]5[C@H:27]([CH2:28][CH2:29][C@:13]4([CH3:14])[C:12]3=[O:31])[C@:25]3([CH3:26])[C@H:20]([CH2:21][C@@H:22]4[O:30][C@@H:23]4[CH2:24]3)[CH2:19][CH2:18]5)[CH2:7][CH2:6]2)[O:4][CH2:3][CH2:2]1.[BH4-].[Na+]>>[O:4]1[C:5]2([CH2:6][CH2:7][N:8]([C@H:11]3[CH2:16][C@H:15]4[C@H:17]5[C@H:27]([CH2:28][CH2:29][C@:13]4([CH3:14])[C@H:12]3[OH:31])[C@:25]3([CH3:26])[C@H:20]([CH2:21][C@@H:22]4[O:30][C@@H:23]4[CH2:24]3)[CH2:19][CH2:18]5)[CH2:9][CH2:10]2)[O:1][CH2:2][CH2:3]1 |f:1.2|. Procedure details: 16β-(1,4-Dioxa-8-azaspiro[4.5]dec-8-yl)-2α,3α-epoxy-5α-androstan-17-one is reduced by using sodium borohydride as described in Example 2 to give the title compound in a yield of 91.1%, m.p.: 186°-188° C. Reactants: ClC1=C(C2=C(CC(O2)C(=O)O)C=C1C(C1=C(C=CC=C1)F)=O)Cl (6,7-dichloro-2,3-dihydro-5-(2-fluorobenzoyl)benzofuran-2-carboxylic acid), Cl.NO (hydroxylamine hydrochloride), N1=CC=CC=C1 (pyridine), ethyl esters, [OH-].[K+] (potassium hydroxide), oxime, oxime. The solvent is C(C)O (ethanol), C(C)O (ethanol). Reaction conditions: time 8 hour. Yields the product ethyl 8-chloro-3-(2-fluorophenyl)-5,6-dihydrofuro[3,2-f]-1,2-benzizisoxazole-6-carboxylate, O1N=C(C2=C1C=CC=C2)C=2C(=C(C1=C(CC(O1)C(=O)OCC)C2)Cl)Cl (ethyl 5-(1,2-benzisoxazole-3-yl)-6,7-dichloro-2,3-dihydrobenzofuran-2-carboxylate). RXN SMILES: [Cl:1][C:2]1[C:13]([C:14](=O)[C:15]2[CH:20]=[CH:19][CH:18]=[CH:17][C:16]=2F)=[CH:12][C:5]2[CH2:6][CH:7]([C:9]([OH:11])=[O:10])[O:8][C:4]=2[C:3]=1[Cl:23].Cl.[NH2:25][OH:26].N1[CH:32]=[CH:31]C=CC=1.[OH-].[K+]>C(O)C>[O:26]1[C:16]2[CH:17]=[CH:18][CH:19]=[CH:20][C:15]=2[C:14]([C:13]2[C:2]([Cl:1])=[C:3]([Cl:23])[C:4]3[O:8][CH:7]([C:9]([O:11][CH2:31][CH3:32])=[O:10])[CH2:6][C:5]=3[CH:12]=2)=[N:25]1 |f:1.2,4.5|. Procedure details: A mixture of 6,7-dichloro-2,3-dihydro-5-(2-fluorobenzoyl)benzofuran-2-carboxylic acid (15 g.) hydroxylamine hydrochloride (20 g.) and pyridine (80 ml.) was heated at reflux for 5 hours. The pyridine was evaporated under reduced pressure and the residue poured slowly into cold, 5% HCl. The resulting solid was filtered and dried to give 12 g. of the corresponding oxime. The oxime was dissolved in 100 ml. of absolute ethanol and mixed with a solution of 9.4 g. of potassium hydroxide in 150 ml. of e...